Dataset: the Open Reaction Database (ORD), a public repository of structured organic reaction records. Task: describe an organic reaction: reactants, conditions, products, and yield Procedure: Ammonia (500 mL) was condensed with a dry ice condenser and maintained at −78° C. To this was added a solution of 6 (35 g, 91 mmol) in CH2Cl2 (600 mL). After 8 h, the dry ice condenser was removed and the reaction was warmed to room temperature allowing the ammonia to evaporate. The remaining solution was washed with brine, dried over anhydrous Na2SO4, filtered and concentrated to yield a white solid. This solid was dissolved in EtOH (500 mL) and AcOH (15 mL), and the resulting solution was refl... Yields the product NC1=NNC2=C(C=C1)C=CC=C2 (aminobenzodiazepine). Conditions: temperature -78 celsius, time 8 hour. The solvent is CCO (EtOH), C(Cl)Cl (CH2Cl2), CC(=O)O (AcOH). Starting materials: CCOCC (Et2O), N (Ammonia), N1N=CC=CC2=C1C=CC=C2 (benzodiazepine). Yield: 47.0%. RXN SMILES: [NH3:1].[NH:2]1[C:8]2[CH:9]=[CH:10][CH:11]=[CH:12][C:7]=2[CH:6]=[CH:5][CH:4]=[N:3]1.CCOCC>C(Cl)Cl.CCO.CC(O)=O>[NH2:1][C:4]1[CH:5]=[CH:6][C:7]2[CH:12]=[CH:11][CH:10]=[CH:9][C:8]=2[NH:2][N:3]=1. Starting materials: NC(=O)C1C2C=CC(C2)C1Nc1nc(Cl)ncc1Cl, Nc1ccc2c(c1)CCC(N1CCOCC1)CC2. Product: NC(=O)C1C2C=CC(C2)C1Nc1nc(Nc2ccc3c(c2)CCC(N2CCOCC2)CC3)ncc1Cl. Reaction SMILES: [Cl:19][c:20]1[n:21][cH:22][c:23]([Cl:37])[c:24]([NH:26][CH:27]2[CH:28]([C:34](=[O:35])[NH2:36])[CH:29]3[CH:30]=[CH:31][CH:32]2[CH2:33]3)[n:25]1.[O:1]1[CH2:2][CH2:3][N:4]([CH:7]2[CH2:8][CH2:9][c:10]3[c:11]([cH:14][c:15]([NH2:18])[cH:16][cH:17]3)[CH2:12][CH2:13]2)[CH2:5][CH2:6]1>>[O:1]1[CH2:2][CH2:3][N:4]([CH:7]2[CH2:8][CH2:9][c:10]3[c:11]([cH:14][c:15]([NH:18][c:20]4[n:21][cH:22][c:23]([Cl:37])[c:24]([NH:26][CH:27]5[CH:28]([C:34](=[O:35])[NH2:36])[CH:29]6[CH:30]=[CH:31][CH:32]5[CH2:33]6)[n:25]4)[cH:16][cH:17]3)[CH2:12][CH2:13]2)[CH2:5][CH2:6]1. Reactants: CCCCO, CCN(C(C)C)C(C)C, Clc1ncc(Cl)c(Nc2cc(C3CC3)[nH]n2)n1, Cl, CC(N)c1ncc(F)cn1. The product is CC(Nc1ncc(Cl)c(Nc2cc(C3CC3)[nH]n2)n1)c1ncc(F)cn1. Reaction SMILES: [CH2:38]([OH:39])[CH2:40][CH2:41][CH3:42].[CH:29]([N:30]([CH2:31][CH3:32])[CH:33]([CH3:34])[CH3:35])([CH3:36])[CH3:37].[Cl:12][c:13]1[n:14][cH:15][c:16]([Cl:28])[c:17]([NH:19][c:20]2[n:21][nH:22][c:23]([CH:25]3[CH2:26][CH2:27]3)[cH:24]2)[n:18]1.[ClH:1].[F:2][c:3]1[cH:4][n:5][c:6]([CH:9]([CH3:10])[NH2:11])[n:7][cH:8]1>>[F:2][c:3]1[cH:4][n:5][c:6]([CH:9]([CH3:10])[NH:11][c:13]2[n:14][cH:15][c:16]([Cl:28])[c:17]([NH:19][c:20]3[n:21][nH:22][c:23]([CH:25]4[CH2:26][CH2:27]4)[cH:24]3)[n:18]2)[n:7][cH:8]1. Starting materials: O=C(O)CC(c1ccccc1)N1C(=O)C2CCCCC2C1=O, [NH4+], C1CCOC1, [OH-]. Product: NC(=O)CC(c1ccccc1)N1C(=O)C2CCCCC2C1=O. As a reaction SMILES: [C:1]1(=[O:22])[CH:2]2[CH:3]([C:4](=[O:17])[N:5]1[CH:6]([CH2:7][C:8](=[O:9])[OH:10])[c:11]1[cH:12][cH:13][cH:14][cH:15][cH:16]1)[CH2:18][CH2:19][CH2:20][CH2:21]2.[NH4+:23].[O:25]1[CH2:26][CH2:27][CH2:28][CH2:29]1.[OH-:24]>>[C:1]1(=[O:22])[CH:2]2[CH:3]([C:4](=[O:17])[N:5]1[CH:6]([CH2:7][C:8](=[O:9])[NH2:23])[c:11]1[cH:12][cH:13][cH:14][cH:15][cH:16]1)[CH2:18][CH2:19][CH2:20][CH2:21]2. The reactants are CCN(C(C)C)C(C)C, Cn1cccc1C(=O)O, CI, CCOC(C)=O, CN(C)C=O, O. Yields the product COC(=O)c1cccn1C. RXN SMILES: [CH2:15]([N:16]([CH:17]([CH3:18])[CH3:19])[CH:20]([CH3:21])[CH3:22])[CH3:23].[CH3:1][n:2]1[c:3]([C:7](=[O:8])[OH:9])[cH:4][cH:5][cH:6]1.[CH3:24][I:25].[CH3:26][CH2:27][O:28][C:29](=[O:30])[CH3:31].[O:10]=[CH:11][N:12]([CH3:13])[CH3:14].[OH2:32]>>[CH3:1][n:2]1[c:3]([C:7](=[O:8])[O:9][CH3:11])[cH:4][cH:5][cH:6]1. Reaction SMILES: [OH:1][C:2]1([CH2:9][NH:10][C:11]([C:13]2[C:14]3[CH:15]=[CH:16][C:17](Cl)=[N:18][C:19]=3[CH:20]=[CH:21][C:22]=2[Cl:23])=[O:12])[CH2:7][CH2:6][CH2:5][CH:4]([CH3:8])[CH2:3]1.CCN(C(C)C)C(C)C.[CH3:34][N:35]([CH3:41])[CH:36]1[CH2:40][CH2:39][NH:38][CH2:37]1>>[OH:1][C:2]1([CH2:9][NH:10][C:11]([C:13]2[C:14]3[CH:15]=[CH:16][C:17]([N:38]4[CH2:39][CH2:40][CH:36]([N:35]([CH3:41])[CH3:34])[CH2:37]4)=[N:18][C:19]=3[CH:20]=[CH:21][C:22]=2[Cl:23])=[O:12])[CH2:7][CH2:6][CH2:5][CH:4]([CH3:8])[CH2:3]1. The reactants are OC1(CC(CCC1)C)CNC(=O)C=1C=2C=CC(=NC2C=CC1Cl)Cl (2,6-dichloro-quinoline-5-carboxylic acid (1-hydroxy-3methyl-cyclohexylmethyl)-amide), CCN(C(C)C)C(C)C (DIPEA), CN(C1CNCC1)C (N,N-dimethylpyrrolidin-3-amine). Product: OC1(CC(CCC1)C)CNC(=O)C=1C=2C=CC(=NC2C=CC1Cl)N1CC(CC1)N(C)C (6-Chloro-2-(3-dimethylamino-pyrrolidin-1-yl)-quinoline-5-carboxylic acid (1-hydroxy-3-methyl-cyclohexylmethyl)-amide). Procedure details: The title compound was synthesized according to the procedure described in example 1 using 2,6-dichloro-quinoline-5-carboxylic acid (1-hydroxy-3methyl-cyclohexylmethyl)-amide, DIPEA and N,N-dimethylpyrrolidin-3-amine. 1H NMR (400 MHz, DMSO-d6) δ ppm 8.75 (1H), 7.85 (m, 1H), 7.58 (2H), 7.05 (1H), 4.16 (s, 1H), 4.00 (t, 2H), 3.80 (t, 1H), 3.55 (m, 1H), 3.26 (m, 2H), 2.44 (m, 2H), 2.22 (s, 6H), 2.06 (m, 2H), 1.85 (m, 2H), 1.74-1.76 (m, 5H), 1.27 (t, 1H), 1.07 (t, 1H), 0.83 (d, 3H). m/z: 446 [M+H] The reactants are ClC1=C(C(=O)NC2=CC=C(C(=O)N3CCC=CC4=C3C=CC=C4)C=C2)C=CC=C1 (1-[4-(2-Chlorobenzoylamino)benzoyl]-2,3-dihydro-1H-benzazepine), ClC1=CC(=CC=C1)C(=O)OO (m-chloroperbenzoic acid). Solvent: ClCCl (dichloromethane). Run at time 8 hour. Product: O1C2CCN(C3=C(C21)C=CC=C3)C(C3=CC=C(C=C3)NC(C3=C(C=CC=C3)Cl)=O)=O (4,5-epoxy-1-[4-(2-chlorobenzoylamino)benzoyl]-2,3,4,5-tetrahydro-1H-benzazepine). The yield is 87.2%. As a reaction SMILES: [Cl:1][C:2]1[CH:29]=[CH:28][CH:27]=[CH:26][C:3]=1[C:4]([NH:6][C:7]1[CH:25]=[CH:24][C:10]([C:11]([N:13]2[C:19]3[CH:20]=[CH:21][CH:22]=[CH:23][C:18]=3[CH:17]=[CH:16][CH2:15][CH2:14]2)=[O:12])=[CH:9][CH:8]=1)=[O:5].ClC1C=CC=C(C(OO)=[O:38])C=1>ClCCl>[O:38]1[CH:17]2[CH:16]1[CH2:15][CH2:14][N:13]([C:11](=[O:12])[C:10]1[CH:9]=[CH:8][C:7]([NH:6][C:4](=[O:5])[C:3]3[CH:26]=[CH:27][CH:28]=[CH:29][C:2]=3[Cl:1])=[CH:25][CH:24]=1)[C:19]1[CH:20]=[CH:21][CH:22]=[CH:23][C:18]=12. Procedure: 1-[4-(2-Chlorobenzoylamino)benzoyl]-2,3-dihydro-1H-benzazepine (4.7 g) is dissolved in dichloromethane (50 ml) and thereto is added 80% m-chloroperbenzoic acid (3 g). The mixture is stirred at room temperature overnight. The dichloromethane layer is washed successively with saturated aqueous sodium hydrogen carbonate solution and saturated saline solution, and the solvent is distilled off under reduced pressure. The resulting residue is purified by silica gel column chromatography (eluent; dichl... Starting materials: CO, N, N#Cc1cn2ccnc2cn1. Product: NCc1cn2ccnc2cn1. Reaction SMILES: [CH3:13][OH:14].[NH3:12].[n:1]1[cH:2][cH:3][n:4]2[c:5]1[cH:6][n:7][c:8]([C:10]#[N:11])[cH:9]2>>[n:1]1[cH:2][cH:3][n:4]2[c:5]1[cH:6][n:7][c:8]([CH2:10][NH2:11])[cH:9]2. Starting materials: S(C)C ((CH3)2S), O (water), S(C)C ((CH3)2S), OC1=CC=C(C=C1)CC(=O)OC (methyl 4-hydroxyphenylacetate), C1(=CC=CC=C1)O (phenol). The solvent is O1CCCC1 (tetrahydrofuran). Run at time 12 hour. The product is OCCC1=CC=C(C=C1)O (4-(2-hydroxyethyl)phenol). Yield: 93.1%. RXN SMILES: S(C)C.[OH:4][C:5]1[CH:10]=[CH:9][C:8]([CH2:11][C:12](OC)=[O:13])=[CH:7][CH:6]=1.C1(O)C=CC=CC=1.O>O1CCCC1>[OH:13][CH2:12][CH2:11][C:8]1[CH:9]=[CH:10][C:5]([OH:4])=[CH:6][CH:7]=1. Procedure details: A solution of BH3.(CH3)2S (500 mL, 2M in tetrahydrofuran) was added dropwise to a solution of methyl 4-hydroxyphenylacetate (116 g, 0.70 mole) in 300 mL dry tetrahydrofuran. This solution was heated at reflux for 2 hr and stirred at room temperature for 12 hr. TLC indicated the presence of phenol and another 30 mL of BH3.(CH3)2S solution was added. This solution was refluxed for 1 hr, cooled, and then hydrolyzed by dropwise addition of water. The mixture was concentrated in vacuo and the residue... Starting materials: BrC1=C(C=C(C=C1)S(=O)(=O)C1=CC(=CC=C1)Cl)F (1-bromo-4-[(3-chlorophenyl)sulfonyl]-2-fluorobenzene), FC=1C=CC(=C(C1)B(O)O)OC (5-fluoro-2-methoxybenzene boronic acid). The product is FC1=C(C=CC(=C1)S(=O)(=O)C1=CC(=CC=C1)Cl)C1=C(C=CC(=C1)F)OC (3-chlorophenyl 2,5′-difluoro-2′-methoxybiphenyl-4-yl sulfone). As a reaction SMILES: Br[C:2]1[CH:7]=[CH:6][C:5]([S:8]([C:11]2[CH:16]=[CH:15][CH:14]=[C:13]([Cl:17])[CH:12]=2)(=[O:10])=[O:9])=[CH:4][C:3]=1[F:18].[F:19][C:20]1[CH:21]=[CH:22][C:23]([O:29][CH3:30])=[C:24](B(O)O)[CH:25]=1>>[F:18][C:3]1[CH:4]=[C:5]([S:8]([C:11]2[CH:16]=[CH:15][CH:14]=[C:13]([Cl:17])[CH:12]=2)(=[O:10])=[O:9])[CH:6]=[CH:7][C:2]=1[C:22]1[CH:21]=[C:20]([F:19])[CH:25]=[CH:24][C:23]=1[O:29][CH3:30]. Procedure details: The subtitle compound was prepared by the method of example 2 step (ii) using the product of step (ii) and 5-fluoro-2-methoxybenzene boronic acid.